This data is from the Open Reaction Database (ORD), a public repository of structured organic reaction records. The task is: describe an organic reaction: reactants, conditions, products, and yield The reactants are ClCCl, CC(C)c1csc(CCc2ccn3c(=O)c(C=CC(=O)OC(C)(C)C)c(OCC4CCOC4)nc3c2)n1, O=CO. Yields the product CC(C)c1csc(CCc2ccn3c(=O)c(C=CC(=O)O)c(OCC4CCOC4)nc3c2)n1. Reaction SMILES: [CH2:38]([Cl:39])[Cl:40].[CH:1]([CH3:2])([CH3:3])[c:4]1[n:5][c:6]([CH2:9][CH2:10][c:11]2[cH:12][c:13]3[n:14]([c:15](=[O:35])[c:16]([CH:26]=[CH:27][C:28](=[O:29])[O:30][C:31]([CH3:32])([CH3:33])[CH3:34])[c:17]([O:19][CH2:20][CH:21]4[CH2:22][O:23][CH2:24][CH2:25]4)[n:18]3)[cH:36][cH:37]2)[s:7][cH:8]1.[CH:41]([OH:42])=[O:43]>>[CH:1]([CH3:2])([CH3:3])[c:4]1[n:5][c:6]([CH2:9][CH2:10][c:11]2[cH:12][c:13]3[n:14]([c:15](=[O:35])[c:16]([CH:26]=[CH:27][C:28](=[O:29])[OH:30])[c:17]([O:19][CH2:20][CH:21]4[CH2:22][O:23][CH2:24][CH2:25]4)[n:18]3)[cH:36][cH:37]2)[s:7][cH:8]1. Reactants: product, C(CCC)[SnH](CCCC)CCCC (tri-n-butyltin hydride), COC=1C=CC=C2C(C3N(C12)C(CCC3)C(=O)OC)CC3=CC=CC=C3 (4-methoxy-6-methoxycarbonyl-10-phenylmethyl-6,7,8,9,9a,10-hexahydropyrido[1,2-a]indole), C1(=CC=CC=C1)CC1=CN(C2=C(C=CC=C12)OC)C(C(=O)OC)CCC (methyl 2-[3-phenylmethyl-7-methoxyindol-1-yl]pentanoate), N(=NC(C#N)(C)C)C(C#N)(C)C (2,2′-azobis(2-methylpropionitrile)), dichlorodicyanoquinone. Solvent: C1(=CC=CC=C1)C (toluene), O1CCOCC1 (dioxane). The product is COC=1C=CC=C2C(=C3N(C12)C(CCC3)C(=O)OC)CC3=CC=CC=C3 (4-methoxy-6-methoxycarbonyl-10-phenylmethyl-6,7,8,9-tetrahydropyrido[1,2-a]indole). As a reaction SMILES: C([SnH](CCCC)CCCC)CCC.N(C(C)(C)C#N)=NC(C)(C)C#N.[CH3:26][O:27][C:28]1[CH:29]=[CH:30][CH:31]=[C:32]2[C:36]=1[N:35]1[CH:37]([C:41]([O:43][CH3:44])=[O:42])[CH2:38][CH2:39][CH2:40][CH:34]1[CH:33]2[CH2:45][C:46]1[CH:51]=[CH:50][CH:49]=[CH:48][CH:47]=1.C1(CC2C3C(=C(OC)C=CC=3)N(C(CCC)C(OC)=O)C=2)C=CC=CC=1>C1(C)C=CC=CC=1.O1CCOCC1>[CH3:26][O:27][C:28]1[CH:29]=[CH:30][CH:31]=[C:32]2[C:36]=1[N:35]1[CH:37]([C:41]([O:43][CH3:44])=[O:42])[CH2:38][CH2:39][CH2:40][C:34]1=[C:33]2[CH2:45][C:46]1[CH:51]=[CH:50][CH:49]=[CH:48][CH:47]=1. Procedure details: A solution of 1.8 gm (4.7 mmol) of the product from Part B and 4 mL (15 mmol) of tri-n-butyltin hydride in 50 mL of toluene was heated to reflux and treated dropwise with a solution of 85 mg (0.5 mmol) of 2,2′-azobis(2-methylpropionitrile). The solution was refluxed 1 hour after the addition, cooled, evaporated in vacuo, taken up in ethyl acetate, shaken with aqueous potassium floride, and filtered. The organic phase was washed with saturated sodium chloride, dried over sodium sulfate, and evapo...